This data is from the Open Reaction Database (ORD), a public repository of structured organic reaction records. The task is: describe an organic reaction: reactants, conditions, products, and yield The reactants are C(C)OC(=O)C=1N=C(N(C1C(O)C1=C(C=C(C=C1)Cl)C)C(C)C)Br (2-bromo-5-[(4-chloro-2-methyl-phenyl)-hydroxy-methyl]-1-isopropyl-1H-imidazole-4-carboxylic acid ethyl ester), ClC=1C(=C(N)C=CC1)F (3-chloro-2-fluoroaniline). The solvent is O (H2O). Run at time 1.5 hour. The product is C(C)OC(=O)C=1N=C(N(C1C(C1=C(C=C(C=C1)Cl)C)NC1=C(C(=CC=C1)Cl)F)C(C)C)Br (2-Bromo-5-[(3-chloro-2-fluoro-phenylamino)-(4-chloro-2-methyl-phenyl)-methyl]-1-isopropyl-1H-imidazole-4-carboxylic acid ethyl ester). As a reaction SMILES: [CH2:1]([O:3][C:4]([C:6]1[N:7]=[C:8]([Br:24])[N:9]([CH:21]([CH3:23])[CH3:22])[C:10]=1[CH:11]([C:13]1[CH:18]=[CH:17][C:16]([Cl:19])=[CH:15][C:14]=1[CH3:20])O)=[O:5])[CH3:2].[Cl:25][C:26]1[C:27]([F:33])=[C:28]([CH:30]=[CH:31][CH:32]=1)[NH2:29]>O>[CH2:1]([O:3][C:4]([C:6]1[N:7]=[C:8]([Br:24])[N:9]([CH:21]([CH3:23])[CH3:22])[C:10]=1[CH:11]([NH:29][C:28]1[CH:30]=[CH:31][CH:32]=[C:26]([Cl:25])[C:27]=1[F:33])[C:13]1[CH:18]=[CH:17][C:16]([Cl:19])=[CH:15][C:14]=1[CH3:20])=[O:5])[CH3:2]. Procedure details: The title compound was prepared in analogy to the procedure described for step E2 but using intermediate C and 3-chloro-2-fluoroaniline. The reaction was stirred at rt for 1.5 h. The reaction mixture was diluted with H2O and extracted. The organic layers were washed with a saturated aqueous NaHCO3 solution, dried (Na2SO4), filtered and concentrated. The product was purified by flash chromatography (hexane/EtOAc, 90:1→65:35). The residue was then triturated in CH2Cl2 to give the title compound as... The product is C(=O)(OCC)[C@@H]1OC[C@H](O1)OC(C)=O (Trans 2-Carboethoxy-4-Acetoxy-1,3-Dioxolane). The yield is 49.0%. The reactants are EtOAc-Hexanes, C(=O)(OCC)[C@@H]1OC[C@H](O1)C(C)=O (trans-2-carboethoxy-4-acetyl-1,3-dioxolane), C1=CC(=CC(=C1)Cl)C(=O)OO (mCPBA), C([O-])([O-])=O.[Na+].[Na+] (sodium carbonate), resultant suspension. Reaction SMILES: [C:1]([C@H:6]1[O:10][C@H:9](C(=O)C)[CH2:8][O:7]1)([O:3][CH2:4][CH3:5])=[O:2].C1C=C(Cl)C=[C:16]([C:21]([O:23]O)=[O:22])C=1.C(=O)([O-])[O-].[Na+].[Na+]>ClCCl.O>[C:1]([C@H:6]1[O:10][C@H:9]([O:23][C:21](=[O:22])[CH3:16])[CH2:8][O:7]1)([O:3][CH2:4][CH3:5])=[O:2] |f:2.3.4|. Conditions: time 16 hour. Run in ClCCl (dichloromethane), ClCCl (dichloromethane), O (water). Reported procedure: A 2.5:1 mixture of cis and trans-2-carboethoxy-4-acetyl-1,3-dioxolane (406 mg, 2.16 mmol), 85% mCPBA (68 mg, 3.81 mmol) and sodium carbonate (389 mg, 3.67 mmol) in dry dichloromethane (10 mL) was stirred under argon for 16 hours at room temperature. The resultant suspension was diluted with dichloromethane and water and stirred for 10 minutes. The aqueous phase was removed and the organic phase was washed successively with saturated sodium thiosulfate, water, brine and then was dried over anhydr... Isolated yield 79.0%. As a reaction SMILES: [CH3:1][S:2]([O:5][C:6]1[CH:11]=[CH:10][C:9]([OH:12])=[C:8]([C:13]([CH3:17])([CH3:16])[CH2:14][OH:15])[CH:7]=1)(=[O:4])=[O:3].[CH:18](OC)(OC)[O:19][CH3:20].C1(C)C=CC(S(O)(=O)=O)=CC=1>>[CH3:1][S:2]([O:5][C:6]1[CH:11]=[CH:10][C:9]2[O:12][CH:18]([O:19][CH3:20])[O:15][CH2:14][C:13]([CH3:17])([CH3:16])[C:8]=2[CH:7]=1)(=[O:4])=[O:3]. Procedure details: 4-Hydroxy-3-(2-hydroxy-1,1-dimethylethyl)phenyl methanesulphonate (10.4 parts) (from Example 1) was reacted with trimethyl orthoformate (127 parts) in the presence of p-toluenesulphonic acid (0.05 parts) as in Example 20 to produce 4,5-dihydro-2-methoxy-5,5-dimethyl-1,3-benzodioxepin-7-yl methanesulphonate (9.5 parts, 79% yield) as a colourless oil. Starting materials: CS(=O)(=O)OC1=CC(=C(C=C1)O)C(CO)(C)C (4-hydroxy-3-(2-hydroxy-1,1-dimethylethyl)phenyl methanesulphonate), C(OC)(OC)OC (trimethyl orthoformate), C1(=CC=C(C=C1)S(=O)(=O)O)C (p-toluenesulphonic acid). Yields the product CS(=O)(=O)OC=1C=CC2=C(C(COC(O2)OC)(C)C)C1 (4,5-dihydro-2-methoxy-5,5-dimethyl-1,3-benzodioxepin-7-yl methanesulphonate). Starting materials: CC(C)(C)[Si](C)(C)OCC1CN(Cc2ccccc2)CCN1, [I-], [K+], [K+], [K+], Nc1ncnn2c(C(=O)CCl)ccc12, O=C([O-])[O-], CN(C)C=O. The product is CC(C)(C)[Si](C)(C)OCC1CN(Cc2ccccc2)CCN1CC(=O)c1ccc2c(N)ncnn12. As a reaction SMILES: [CH2:23]([c:24]1[cH:25][cH:26][cH:27][cH:28][cH:29]1)[N:30]1[CH2:31][CH:32]([CH2:36][O:37][Si:38]([CH3:39])([CH3:40])[C:41]([CH3:42])([CH3:43])[CH3:44])[NH:33][CH2:34][CH2:35]1.[I-:22].[K+:15].[K+:16].[K+:21].[NH2:1][c:2]1[n:3][cH:4][n:5][n:6]2[c:7]1[cH:8][cH:9][c:10]2[C:11]([CH2:12][Cl:13])=[O:14].[O-:17][C:18]([O-:19])=[O:20].[O:45]=[CH:46][N:47]([CH3:48])[CH3:49]>>[NH2:1][c:2]1[n:3][cH:4][n:5][n:6]2[c:7]1[cH:8][cH:9][c:10]2[C:11]([CH2:12][N:33]1[CH:32]([CH2:36][O:37][Si:38]([CH3:39])([CH3:40])[C:41]([CH3:42])([CH3:43])[CH3:44])[CH2:31][N:30]([CH2:23][c:24]2[cH:25][cH:26][cH:27][cH:28][cH:29]2)[CH2:35][CH2:34]1)=[O:14]. Reactants: Cl(=O)(=O)(=O)O (perchloric acid), OC(C(=O)OC)C=1N=C(SC1)C (methyl 2-hydroxy-2-(2-methyl-1,3-thiazol-4-yl)acetate), C(C)(=O)OC(C)(C)C (tertbutyl acetate). Reaction conditions: time 1 hour. The product is C(C)(C)(C)OC(C(=O)OC)C=1N=C(SC1)C (methyl 2-(tert-butoxy)-2-(2-methyl-1,3-thiazol-4-yl)acetate). The yield is 21.0%. As a reaction SMILES: Cl(O)(=O)(=O)=O.[OH:6][CH:7]([C:12]1[N:13]=[C:14]([CH3:17])[S:15][CH:16]=1)[C:8]([O:10][CH3:11])=[O:9].C(O[C:22]([CH3:25])([CH3:24])[CH3:23])(=O)C>>[C:22]([O:6][CH:7]([C:12]1[N:13]=[C:14]([CH3:17])[S:15][CH:16]=1)[C:8]([O:10][CH3:11])=[O:9])([CH3:25])([CH3:24])[CH3:23]. Procedure: Under a nitrogen atmosphere, perchloric acid (70%, 3.75 mL) was added at −10° C. to a solution of methyl 2-hydroxy-2-(2-methyl-1,3-thiazol-4-yl)acetate (15b) (590 mg, 3.15 mmol) in tertbutyl acetate (25 mL). After 1 hour, the reaction was quenched with a saturated aqueous solution of sodium carbonate and extracted with dichloromethane (2×20 mL). The organic layer was washed with brine (10 mL), dried over sodium sulfate, filtered and evaporated under reduced pressure. The residue was purified by ... The solvent is C1CCOC1 (THF). Product: BrCC1=CC(=C(OCCCC(=O)OC)C=C1[N+](=O)[O-])OC (Methyl 4-[4′-(bromomethyl)-2′-methoxy-5′-nitrophenoxy]butanoate). Procedure details: To a solution of methyl 4-[4′-(hydroxymethyl)-2′-methoxy-5′-nitrophenoxy]butanoate (6) (750 mg, 2.52 mmol) in anhydrous THF (10 cm3) was added PBr3 (0.24 cm3, 2.52 mmol). The resulting deep yellow solution was refluxed for 3 hours, after which time no visible changes had occurred. The reaction mixture was cooled then poured onto ice. The resulting aqueous solution was extracted with ether (3×30 cm3). The combined organic extracts were washed with 5% NaHCO3 solution (2×30 cm3) and water (2×30 cm3... Starting materials: OCC1=CC(=C(OCCCC(=O)OC)C=C1[N+](=O)[O-])OC (Methyl 4-[4′-(hydroxymethyl)-2′-methoxy-5′-nitrophenoxy]butanoate), P(Br)(Br)Br (PBr3). Reaction SMILES: O[CH2:2][C:3]1[C:16]([N+:17]([O-:19])=[O:18])=[CH:15][C:6]([O:7][CH2:8][CH2:9][CH2:10][C:11]([O:13][CH3:14])=[O:12])=[C:5]([O:20][CH3:21])[CH:4]=1.P(Br)(Br)[Br:23]>C1COCC1>[Br:23][CH2:2][C:3]1[C:16]([N+:17]([O-:19])=[O:18])=[CH:15][C:6]([O:7][CH2:8][CH2:9][CH2:10][C:11]([O:13][CH3:14])=[O:12])=[C:5]([O:20][CH3:21])[CH:4]=1. The product is COC(=O)Cc1cccc(O)c1. Reaction SMILES: [CH2:15]1[O:16][CH2:17][CH2:18][O:19][CH2:20]1.[CH3:13][OH:14].[ClH:12].[OH:1][C:2](=[O:3])[CH2:4][c:5]1[cH:6][cH:7][cH:8][c:9]([OH:10])[cH:11]1>>[O:1]=[C:2]([O:3][CH3:13])[CH2:4][c:5]1[cH:6][cH:7][cH:8][c:9]([OH:10])[cH:11]1. Reactants: C1COCCO1, CO, Cl, O=C(O)Cc1cccc(O)c1. Starting materials: ClCC(=O)NC1=CC2=C(N=C(OC2)NC2COC3=C2C(=CC=C3)OC)C=C1 (rac-2-Chloro-N-[2-(4-methoxy-2,3-dihydro-benzofuran-3-ylamino)-4H-benzo[d][1,3]oxazin-6-yl]-acetamide), CN1CCNCC1 (1-methylpiperazine). The product is COC1=CC=CC2=C1C(CO2)NC=2OCC1=C(N2)C=CC(=C1)NC(CN1CCN(CC1)C)=O (rac-N-[2-(4-Methoxy-2,3-dihydro-benzofuran-3-ylamino)-4H-benzo[d][1,3]oxazin-6-yl]-2-(4-methyl-piperazin-1-yl)-acetamide). Yield: 79.3%. RXN SMILES: Cl[CH2:2][C:3]([NH:5][C:6]1[CH:27]=[CH:26][C:9]2[N:10]=[C:11]([NH:14][CH:15]3[C:19]4[C:20]([O:24][CH3:25])=[CH:21][CH:22]=[CH:23][C:18]=4[O:17][CH2:16]3)[O:12][CH2:13][C:8]=2[CH:7]=1)=[O:4].[CH3:28][N:29]1[CH2:34][CH2:33][NH:32][CH2:31][CH2:30]1>>[CH3:25][O:24][C:20]1[C:19]2[CH:15]([NH:14][C:11]3[O:12][CH2:13][C:8]4[CH:7]=[C:6]([NH:5][C:3](=[O:4])[CH2:2][N:32]5[CH2:33][CH2:34][N:29]([CH3:28])[CH2:30][CH2:31]5)[CH:27]=[CH:26][C:9]=4[N:10]=3)[CH2:16][O:17][C:18]=2[CH:23]=[CH:22][CH:21]=1. Procedure details: Prepared from rac-2-chloro-N-[2-(4-methoxy-2,3-dihydro-benzofuran-3-ylamino)-4H-benzo[d][1,3]oxazin-6-yl]-acetamide (Example 8) (370 mg, 0.95 mmol) and 1-methylpiperazine (2.12 ml, 19.08 mmol) according to the procedure described for Example 3 step B. Obtained the title compound as a white foam (340 mg, 79%), MS (ISP) m/e=452.3 [(M+H)+]. Starting materials: C(C)OC(C(CC=C)NC(C(C)(C)C)=O)=O (2-(2,2-dimethyl-propionylamino)-pent-4-enoic acid ethyl ester), CCOC(=O)C (AcOEt), [OH-].[Na+] (NaOH), ice AcOEt HCl. Solvent: CCO (EtOH), C1CCOC1 (THF). Run at time 1 hour. Yields the product CC(C(=O)NC(C(=O)O)CC=C)(C)C (2-(2,2-Dimethyl-propionylamino)-pent-4-enoic acid). Isolated yield 91.8%. RXN SMILES: C([O:3][C:4](=[O:16])[CH:5]([NH:9][C:10](=[O:15])[C:11]([CH3:14])([CH3:13])[CH3:12])[CH2:6][CH:7]=[CH2:8])C.[OH-].[Na+].CCOC(C)=O>CCO.C1COCC1>[CH3:12][C:11]([CH3:14])([CH3:13])[C:10]([NH:9][CH:5]([CH2:6][CH:7]=[CH2:8])[C:4]([OH:16])=[O:3])=[O:15] |f:1.2|. Reported procedure: 10.50 g of the above prepared 2-(2,2-dimethyl-propionylamino)-pent-4-enoic acid ethyl ester (46.19 mmol) were dissolved in 146 ml of a 1:1 mixture of EtOH and THF and treated under cooling with an ice bath with 46.19 ml of 2N NaOH (2 eq.). After 1 h, the reaction mixture was poured onto crashed ice/AcOEt/HCl, the aqueous phase reextracted once more with AcOEt, the combined organic layers washed with water, dried over sodium sulfate, and evaporated to dryness. Thereby, 8.45 g of the title product... Starting materials: CC(C)(C)OC(=O)NCCCC1(c2ccccc2)SC(c2cc(F)ccc2F)=NN1C(=S)NN, CC(=O)OC(C)=O, ClCCl. Product: CC(=O)NNC(=S)N1N=C(c2cc(F)ccc2F)SC1(CCCNC(=O)OC(C)(C)C)c1ccccc1. Reaction SMILES: [C:1]([CH3:2])([CH3:3])([CH3:4])[O:5][C:6](=[O:7])[NH:8][CH2:9][CH2:10][CH2:11][C:12]1([c:29]2[cH:30][cH:31][cH:32][cH:33][cH:34]2)[S:13][C:14]([c:21]2[c:22]([F:28])[cH:23][cH:24][c:25]([F:27])[cH:26]2)=[N:15][N:16]1[C:17]([NH:18][NH2:19])=[S:20].[CH3:35][C:36](=[O:37])[O:38][C:39](=[O:40])[CH3:41].[Cl:42][CH2:43][Cl:44]>>[C:1]([CH3:2])([CH3:3])([CH3:4])[O:5][C:6](=[O:7])[NH:8][CH2:9][CH2:10][CH2:11][C:12]1([c:29]2[cH:30][cH:31][cH:32][cH:33][cH:34]2)[S:13][C:14]([c:21]2[c:22]([F:28])[cH:23][cH:24][c:25]([F:27])[cH:26]2)=[N:15][N:16]1[C:17]([NH:18][NH:19][C:36]([CH3:35])=[O:37])=[S:20].